This data is from the Open Reaction Database (ORD), a public repository of structured organic reaction records. The task is: describe an organic reaction: reactants, conditions, products, and yield Reactants: C(CCCCCCC)O (n-octanol), CC(C)([O-])C.[K+] (potassium t-butoxide), FC1=C(C=C(C=C1)C(C)=O)C(F)(F)F (1-[4-fluoro-3-(trifluoromethyl)phenyl]ethanone), C(CC(O)(C(=O)O)CC(=O)O)(=O)O (citric acid), C(C)(=O)C1=CC=CC=C1 (acetophenone). Solvent: C1CCOC1 (THF), C1CCOC1 (THF), C1CCOC1 (THF), C1CCOC1 (THF), CCCCCCC (heptane). Conditions: temperature 65 celsius, time 15 minute. Yields the product C(CCCCCCC)OC1=C(C=C(C=C1)C(C)=O)C(F)(F)F (1-(4-(Octyloxy)-3-(trifluoromethyl)phenyl)ethanone). Isolated yield 325.8%. As a reaction SMILES: [CH2:1]([OH:9])[CH2:2][CH2:3][CH2:4][CH2:5][CH2:6][CH2:7][CH3:8].CC(C)([O-])C.[K+].F[C:17]1[CH:22]=[CH:21][C:20]([C:23](=[O:25])[CH3:24])=[CH:19][C:18]=1[C:26]([F:29])([F:28])[F:27].C(O)(=O)CC(CC(O)=O)(C(O)=O)O.C(C1C=CC=CC=1)(=O)C>C1COCC1.CCCCCCC>[CH2:1]([O:9][C:17]1[CH:22]=[CH:21][C:20]([C:23](=[O:25])[CH3:24])=[CH:19][C:18]=1[C:26]([F:27])([F:28])[F:29])[CH2:2][CH2:3][CH2:4][CH2:5][CH2:6][CH2:7][CH3:8] |f:1.2|. Procedure: A solution of n-octanol (13.3 g, 0.102 mol), in THF (224 mL) was treated with 1.0 M potassium t-butoxide in THF (112 mL, 1.1 equiv) at room temperature and heated to 65° C. After 15 minutes, a solution of 1-[4-fluoro-3-(trifluoromethyl)phenyl]ethanone (21 g, 1.0 equiv) in THF (224 mL) was charged slowly over 30 minutes. Vigorous gas evolution was noted during the addition. The reaction was monitored by HPLC and deemed complete after 1.5 h. The reaction mixture was cooled to ambient temperature, ... The reactants are F[B-](F)(F)F, CC(C)(C)OC(=O)N1Cc2ccc(C(=O)O)cc2C1, CCN(C(C)C)C(C)C, Cl, Cl, C1CCOC1, O, On1nnc2ccccc21, CN(C)C(On1nnc2ccccc21)=[N+](C)C, c1cc(N2CCC3(CCNCC3)CC2)ccn1. Yields the product CC(C)(C)OC(=O)N1Cc2ccc(C(=O)N3CCC4(CC3)CCN(c3ccncc3)CC4)cc2C1. As a reaction SMILES: [B-:20]([F:21])([F:22])([F:23])[F:24].[C:1]([CH3:2])([CH3:3])([CH3:4])[O:5][C:6](=[O:7])[N:8]1[CH2:9][c:10]2[cH:11][cH:12][c:13]([C:17](=[O:18])[OH:19])[cH:14][c:15]2[CH2:16]1.[CH:72]([N:73]([CH:74]([CH3:75])[CH3:76])[CH2:77][CH3:78])([CH3:79])[CH3:80].[ClH:53].[ClH:54].[O:81]1[CH2:82][CH2:83][CH2:84][CH2:85]1.[OH2:42].[OH:43][n:44]1[c:45]2[cH:46][cH:47][cH:48][cH:49][c:50]2[n:51][n:52]1.[n:25]1([O:26][C:27]([N:28]([CH3:29])[CH3:30])=[N+:31]([CH3:32])[CH3:33])[c:34]2[cH:35][cH:36][cH:37][cH:38][c:39]2[n:40][n:41]1.[n:55]1[cH:56][cH:57][c:58]([N:61]2[CH2:62][CH2:63][C:64]3([CH2:65][CH2:66]2)[CH2:67][CH2:68][NH:69][CH2:70][CH2:71]3)[cH:59][cH:60]1>>[C:1]([CH3:2])([CH3:3])([CH3:4])[O:5][C:6](=[O:7])[N:8]1[CH2:9][c:10]2[cH:11][cH:12][c:13]([C:17](=[O:19])[N:69]3[CH2:68][CH2:67][C:64]4([CH2:63][CH2:62][N:61]([c:58]5[cH:57][cH:56][n:55][cH:60][cH:59]5)[CH2:66][CH2:65]4)[CH2:71][CH2:70]3)[cH:14][c:15]2[CH2:16]1. The reactants are C[O-], CO, O=C(O)c1nccn1CCCC1CCNCC1, [Na+]. Product: O=CN1CCC(CCCn2ccnc2C(=O)O)CC1. As a reaction SMILES: [CH3:18][O-:19].[CH3:21][OH:22].[NH:1]1[CH2:2][CH2:3][CH:4]([CH2:7][CH2:8][CH2:9][n:10]2[c:11]([C:15](=[O:16])[OH:17])[n:12][cH:13][cH:14]2)[CH2:5][CH2:6]1.[Na+:20]>>[N:1]1([CH:18]=[O:19])[CH2:2][CH2:3][CH:4]([CH2:7][CH2:8][CH2:9][n:10]2[c:11]([C:15](=[O:16])[OH:17])[n:12][cH:13][cH:14]2)[CH2:5][CH2:6]1. Reactants: NNC(=O)c1ccccc1, COc1ccc2c(c1)N(Cc1ccccc1)C(=O)C2=O. Product: COc1ccc2c(c1)N(Cc1ccccc1)C(=O)C2=NNC(=O)c1ccccc1. Reaction SMILES: [C:21]([c:22]1[cH:23][cH:24][cH:25][cH:26][cH:27]1)(=[O:28])[NH:29][NH2:30].[CH2:1]([c:2]1[cH:3][cH:4][cH:5][cH:6][cH:7]1)[N:8]1[C:9](=[O:10])[C:11](=[O:12])[c:13]2[cH:14][cH:15][c:16]([O:19][CH3:20])[cH:17][c:18]21>>[CH2:1]([c:2]1[cH:3][cH:4][cH:5][cH:6][cH:7]1)[N:8]1[C:9](=[O:10])[C:11](=[N:30][NH:29][C:21]([c:22]2[cH:23][cH:24][cH:25][cH:26][cH:27]2)=[O:28])[c:13]2[cH:14][cH:15][c:16]([O:19][CH3:20])[cH:17][c:18]21. Reactants: Cl (hydrochloric acid), COC([C@H](CC(C)C)N1C(C=C(C1)OC1=C(C=CC=C1)Cl)=O)=O ((S)-2-[4-(2-chloro-phenoxy)-2-oxo-2,5-dihydro-pyrrol-1-yl]-4-methyl-pentanoic acid methyl ester), [OH-].[Na+] (sodium hydroxide), [OH-].[Na+] (sodium hydroxide), ClCCl (dichloromethane). Run in O (water), C(C)(C)(C)OC (methyl t-butyl ether), CC1OCCC1 (2-methyltetrahydrofuran). Conditions: temperature 23.5 celsius, time 20 minute. Product: ClC1=C(OC2=CC(N(C2)[C@H](C(=O)O)CC(C)C)=O)C=CC=C1 ((S)-2-[4-(2-chloro-phenoxy)-2-oxo-2,5-dihydro-pyrrol-1-yl]-4-methyl-pentanoic acid). Isolated yield 67.0%. Reaction SMILES: C[O:2][C:3](=[O:23])[C@@H:4]([N:9]1[CH2:13][C:12]([O:14][C:15]2[CH:20]=[CH:19][CH:18]=[CH:17][C:16]=2[Cl:21])=[CH:11][C:10]1=[O:22])[CH2:5][CH:6]([CH3:8])[CH3:7].[OH-].[Na+].Cl.ClCCl>CC1CCCO1.O.C(OC)(C)(C)C>[Cl:21][C:16]1[CH:17]=[CH:18][CH:19]=[CH:20][C:15]=1[O:14][C:12]1[CH2:13][N:9]([C@@H:4]([CH2:5][CH:6]([CH3:8])[CH3:7])[C:3]([OH:23])=[O:2])[C:10](=[O:22])[CH:11]=1 |f:1.2|. Reported procedure: To a stirred mixture of crude (S)-2-[4-(2-chloro-phenoxy)-2-oxo-2,5-dihydro-pyrrol-1-yl]-4-methyl-pentanoic acid methyl ester (273 g, 0.512 mol, 83% pure) in 2-methyltetrahydrofuran (1030 mL) was added 2N sodium hydroxide (308 mL, 616 mmol) and the resulting mixture stirred at 21-26° C. for 20 min. To this mixture was added 2N sodium hydroxide (265 mL, 530 mmol) and the resulting mixture stirred vigorously for 2.5 h. The mixture was diluted with water (500 mL) and methyl t-butyl ether (300 mL) a... Reactants: Clc1ncnc2cc[nH]c12, CN(C(=O)c1ccc(Cl)cc1)C1CCNCC1c1ccc(Cl)c(Cl)c1, Cl. Product: CN(C(=O)c1ccc(Cl)cc1)C1CCN(c2ncnc3cc[nH]c23)CC1c1ccc(Cl)c(Cl)c1. As a reaction SMILES: [Cl:27][c:28]1[c:29]2[c:30]([n:31][cH:32][n:33]1)[cH:34][cH:35][nH:36]2.[Cl:2][c:3]1[cH:4][cH:5][c:6]([C:7](=[O:8])[N:9]([CH3:10])[CH:11]2[CH:12]([c:17]3[cH:18][c:19]([Cl:24])[c:20]([Cl:23])[cH:21][cH:22]3)[CH2:13][NH:14][CH2:15][CH2:16]2)[cH:25][cH:26]1.[ClH:1]>>[Cl:2][c:3]1[cH:4][cH:5][c:6]([C:7](=[O:8])[N:9]([CH3:10])[CH:11]2[CH:12]([c:17]3[cH:18][c:19]([Cl:24])[c:20]([Cl:23])[cH:21][cH:22]3)[CH2:13][N:14]([c:28]3[c:29]4[c:30]([n:31][cH:32][n:33]3)[cH:34][cH:35][nH:36]4)[CH2:15][CH2:16]2)[cH:25][cH:26]1.